Dataset: the Open Reaction Database (ORD), a public repository of structured organic reaction records. Task: describe an organic reaction: reactants, conditions, products, and yield Starting materials: ClC1=C(C(=O)O)C=C(C=C1)OC1=C(C=C(C=C1)C(F)(F)F)Cl (2-chloro-5-(2-chloro-4-trifluoromethylphenoxy)benzoic acid), S(O)(O)(=O)=O (sulfuric acid). Run in CCOCCO (ethyl cellosolve), CCOCCO (ethyl cellosolve). The product is C(C)OCCOC(C1=C(C=CC(=C1)OC1=C(C=C(C=C1)C(F)(F)F)Cl)Cl)=O (ethoxyethyl-2-chloro-5-(2-chloro-4-trifluoromethylphenoxy)benzoate). Yield: 129.8%. RXN SMILES: [Cl:1][C:2]1[CH:10]=[CH:9][C:8]([O:11][C:12]2[CH:17]=[CH:16][C:15]([C:18]([F:21])([F:20])[F:19])=[CH:14][C:13]=2[Cl:22])=[CH:7][C:3]=1[C:4]([OH:6])=[O:5].S(=O)(=O)(O)O>CCOCCO>[CH2:8]([O:11][CH2:12][CH2:13][O:5][C:4](=[O:6])[C:3]1[CH:7]=[C:8]([O:11][C:12]2[CH:17]=[CH:16][C:15]([C:18]([F:19])([F:20])[F:21])=[CH:14][C:13]=2[Cl:22])[CH:9]=[CH:10][C:2]=1[Cl:1])[CH3:7]. Procedure details: In 80 ml ethyl cellosolve was dissolved 2.0 g (0.0057 mol) of 2-chloro-5-(2-chloro-4-trifluoromethylphenoxy)benzoic acid, and a catalytic amount of sulfuric acid was added. The mixture was heated to reflux for 8 hours. After stopping of the reaction, ethyl cellosolve was removed by distillation, and the residue was extracted with benzene. The extract was washed with a dilute aqueous solution of caustic soda and then with water, and dehydrated with sodium sulfate. By concentration 1.8 g (0.0037 m... Reactants: CCOC(=O)N1c2ccc(OC)nc2C(Nc2ncc(C=CC#N)c(Cc3cc(C(F)(F)F)cc(C(F)(F)F)c3)n2)CC1CC, CCC(C)O, COCCO[Al+]OCCOC, Cc1ccccc1, [Cl-], Br[Cu]Br, [H-], [H-], [NH4+], [Na+], C1CCOC1. The product is CCOC(=O)N1c2ccc(OC)nc2C(Nc2ncc(CCC#N)c(Cc3cc(C(F)(F)F)cc(C(F)(F)F)c3)n2)CC1CC. RXN SMILES: [CH2:20]([CH3:21])[O:22][C:23](=[O:24])[N:25]1[CH:26]([CH2:63][CH3:64])[CH2:27][CH:28]([NH:37][c:38]2[n:39][cH:40][c:41]([CH:59]=[CH:60][C:61]#[N:62])[c:42]([CH2:44][c:45]3[cH:46][c:47]([C:55]([F:56])([F:57])[F:58])[cH:48][c:49]([C:51]([F:52])([F:53])[F:54])[cH:50]3)[n:43]2)[c:29]2[n:30][c:31]([O:35][CH3:36])[cH:32][cH:33][c:34]21.[CH3:15][CH:16]([OH:17])[CH2:18][CH3:19].[CH3:3][O:4][CH2:5][CH2:6][O:7][Al+:8][O:9][CH2:10][CH2:11][O:12][CH3:13].[CH3:72][c:73]1[cH:74][cH:75][cH:76][cH:77][cH:78]1.[Cl-:65].[Cu:79]([Br:80])[Br:81].[H-:14].[H-:1].[NH4+:66].[Na+:2].[O:67]1[CH2:68][CH2:69][CH2:70][CH2:71]1>>[CH2:20]([CH3:21])[O:22][C:23](=[O:24])[N:25]1[CH:26]([CH2:63][CH3:64])[CH2:27][CH:28]([NH:37][c:38]2[n:39][cH:40][c:41]([CH2:59][CH2:60][C:61]#[N:62])[c:42]([CH2:44][c:45]3[cH:46][c:47]([C:55]([F:56])([F:57])[F:58])[cH:48][c:49]([C:51]([F:52])([F:53])[F:54])[cH:50]3)[n:43]2)[c:29]2[n:30][c:31]([O:35][CH3:36])[cH:32][cH:33][c:34]21. Reactants: C1CCNCC1, COC(=O)c1cc(CC(C)C)c(C(=O)OC)nn1, C[Al](C)C, ClCCl. Yields the product COC(=O)c1nnc(C(=O)N2CCCCC2)cc1CC(C)C. As a reaction SMILES: [CH2:1]1[CH2:2][CH2:3][NH:4][CH2:5][CH2:6]1.[CH3:11][O:12][C:13](=[O:14])[c:15]1[n:16][n:17][c:18]([C:25](=[O:26])[O:27][CH3:28])[cH:19][c:20]1[CH2:21][CH:22]([CH3:23])[CH3:24].[CH3:7][Al:8]([CH3:9])[CH3:10].[Cl:29][CH2:30][Cl:31]>>[CH2:1]1[CH2:2][CH2:3][N:4]([C:25]([c:18]2[n:17][n:16][c:15]([C:13]([O:12][CH3:11])=[O:14])[c:20]([CH2:21][CH:22]([CH3:23])[CH3:24])[cH:19]2)=[O:26])[CH2:5][CH2:6]1. Reactants: [OH-].[K+] (KOH), CC1(CC(C1)=C)C#N (1-methyl-3-methylidenecyclobutanecarbonitrile), O (water). The product is CC1(CC(C1)=C)C(=O)O (1-methyl-3-methylidenecyclobutanecarboxylic acid). Solvent: CCO (EtOH). Procedure: To a solution of KOH (12.0 g, 213 mmol) in water (10 mL) and EtOH (10 mL) was added 1-methyl-3-methylidenecyclobutanecarbonitrile (53.3 mmol, crude) and the resulting solution was heated to reflux for 2.5 hrs. The mixture was cooled to rt and the solvent was removed under vacuum. The residue was diluted with water (30 mL) and washed with EtOAc (30 mL). The aqueous layer was acidified with concentrated HCl to pH˜1 in ice bath, and then extracted with EtOAc (two×30 mL). The combined organics were ... RXN SMILES: [OH-:1].[K+].[CH3:3][C:4]1([C:9]#N)[CH2:7][C:6](=[CH2:8])[CH2:5]1.[OH2:11]>CCO>[CH3:3][C:4]1([C:9]([OH:11])=[O:1])[CH2:7][C:6](=[CH2:8])[CH2:5]1 |f:0.1|. The reactants are BrCC(=O)C1=C(C=C(C=C1)C)C (1-bromo-2-(2,4-dimethylphenyl)-2-oxoethane), CN1C=NC=C1 (1-methylimidazole). Run in C(C)OCC (diethyl ether). Yields the product [Br-].C[NH+]1CN(C=C1)CC(=O)C1=C(C=C(C=C1)C)C (1-Methyl-3-[2-(2,4-dimethylphenyl)-2-oxoethyl]-1H-imidazolium bromide). Yield: 50.8%. Reaction SMILES: [Br:1][CH2:2][C:3]([C:5]1[CH:10]=[CH:9][C:8]([CH3:11])=[CH:7][C:6]=1[CH3:12])=[O:4].[CH3:13][N:14]1[CH:18]=[CH:17][N:16]=[CH:15]1>C(OCC)C>[Br-:1].[CH3:13][NH+:14]1[CH:18]=[CH:17][N:16]([CH2:2][C:3]([C:5]2[CH:10]=[CH:9][C:8]([CH3:11])=[CH:7][C:6]=2[CH3:12])=[O:4])[CH2:15]1 |f:3.4|. Procedure details: A solution of 4.76 g (0.021 mol) of 1-bromo-2-(2,4-dimethylphenyl)-2-oxoethane and 1.76 g (0.021 mol) of 1-methylimidazole in 50 ml of diethyl ether was stirred at room temperature for approximately 21 hours. The reaction solvent was decanted and the residue was washed with diethyl ether. The residue was recrystallized from acetonitrile/ethyl acetate to afford 3.32 g of the title product as white crystals. (51% yield) mp=179°-181° C. Starting materials: CCO, CC1(C)C(C(=O)c2cn(CCN3CCOCC3)c3cccc([N+](=O)[O-])c23)C1(C)C. Yields the product CC1(C)C(C(=O)c2cn(CCN3CCOCC3)c3cccc(N)c23)C1(C)C. RXN SMILES: [CH3:30][CH2:31][OH:32].[O:1]1[CH2:2][CH2:3][N:4]([CH2:7][CH2:8][n:9]2[cH:10][c:11]([C:21](=[O:22])[CH:23]3[C:24]([CH3:28])([CH3:29])[C:25]3([CH3:26])[CH3:27])[c:12]3[c:13]([N+:18]([O-:19])=[O:20])[cH:14][cH:15][cH:16][c:17]23)[CH2:5][CH2:6]1>>[O:1]1[CH2:2][CH2:3][N:4]([CH2:7][CH2:8][n:9]2[cH:10][c:11]([C:21](=[O:22])[CH:23]3[C:24]([CH3:28])([CH3:29])[C:25]3([CH3:26])[CH3:27])[c:12]3[c:13]([NH2:18])[cH:14][cH:15][cH:16][c:17]23)[CH2:5][CH2:6]1. Starting materials: CON(C)S(=O)(=O)c1cc2nccc(Cl)c2s1, ClCCl, O=[N+]([O-])c1ccc(O)c(F)c1, [K+], [K+], O=C([O-])[O-], c1ccc(Oc2ccccc2)cc1. The product is CON(C)S(=O)(=O)c1cc2nccc(Oc3ccc([N+](=O)[O-])cc3F)c2s1. As a reaction SMILES: [Cl:1][c:2]1[c:3]2[c:4]([n:5][cH:6][cH:7]1)[cH:8][c:9]([S:11](=[O:12])(=[O:13])[N:14]([CH3:15])[O:16][CH3:17])[s:10]2.[Cl:48][CH2:49][Cl:50].[F:18][c:19]1[c:20]([OH:28])[cH:21][cH:22][c:23]([N+:25](=[O:26])[O-:27])[cH:24]1.[K+:29].[K+:30].[O-:31][C:32]([O-:33])=[O:34].[O:35]([c:36]1[cH:37][cH:38][cH:39][cH:40][cH:41]1)[c:42]1[cH:43][cH:44][cH:45][cH:46][cH:47]1>>[c:2]1([O:28][c:20]2[c:19]([F:18])[cH:24][c:23]([N+:25](=[O:26])[O-:27])[cH:22][cH:21]2)[c:3]2[c:4]([n:5][cH:6][cH:7]1)[cH:8][c:9]([S:11](=[O:12])(=[O:13])[N:14]([CH3:15])[O:16][CH3:17])[s:10]2.